This data is from the Open Reaction Database (ORD), a public repository of structured organic reaction records. The task is: describe an organic reaction: reactants, conditions, products, and yield Starting materials: NC1=NC(=NC(=N1)N(C1=CC=CC=C1)C)C1=NOC(=N1)C=1C=CC(=NC1)O (5-(3-{4-amino-6-[methyl(phenyl)amino]-1,3,5-triazin-2-yl}-1,2,4-oxadiazol-5-yl)pyridin-2-ol), NC1=NC(=NC(=N1)N(C1=CC=CC=C1)C)C1=NOC(=N1)C=1C=CC(=NC1)O (5-(3-{4-amino-6-[methyl(phenyl)amino]-1,3,5-triazin-2-yl}-1,2,4-oxadiazol-5-yl)pyridin-2-ol), ICC#N (2-iodoacetonitrile), C([O-])([O-])=O.[Cs+].[Cs+] (cesium carbonate), ICC#N (2-iodoacetonitrile). Solvent: CN(C)C=O (DMF), O (water). Reaction conditions: time 18 hour. Yields the product NC1=NC(=NC(=N1)N(C1=CC=CC=C1)C)C1=NOC(=N1)C=1C=CC(=NC1)OCC#N (2-{[5-(3-{4-Amino-6-[methyl(phenyl)amino]-1,3,5-triazin-2-yl}-1,2,4-oxadiazol-5-yl)pyridin-2-yl]oxy}acetonitrile). Yield: 1.8%. Reaction SMILES: [NH2:1][C:2]1[N:7]=[C:6]([N:8]([CH3:15])[C:9]2[CH:14]=[CH:13][CH:12]=[CH:11][CH:10]=2)[N:5]=[C:4]([C:16]2[N:20]=[C:19]([C:21]3[CH:22]=[CH:23][C:24]([OH:27])=[N:25][CH:26]=3)[O:18][N:17]=2)[N:3]=1.I[CH2:29][C:30]#[N:31].C(=O)([O-])[O-].[Cs+].[Cs+]>CN(C=O)C.O>[NH2:1][C:2]1[N:7]=[C:6]([N:8]([CH3:15])[C:9]2[CH:10]=[CH:11][CH:12]=[CH:13][CH:14]=2)[N:5]=[C:4]([C:16]2[N:20]=[C:19]([C:21]3[CH:22]=[CH:23][C:24]([O:27][CH2:29][C:30]#[N:31])=[N:25][CH:26]=3)[O:18][N:17]=2)[N:3]=1 |f:2.3.4|. Reported procedure: A mixture of 5-(3-{4-amino-6-[methyl(phenyl)amino]-1,3,5-triazin-2-yl}-1,2,4-oxadiazol-5-yl)pyridin-2-ol (Intermediate 136, 0.150 g, 0.414 mmol), 2-iodoacetonitrile (0.036 mL, 0.497 mmol), cesium carbonate (0.270 g, 0.827 mmol) in DMF (2 mL) was stirred at 90 C in a pressure tube for 18 h. A further 0.6 equivalent of 2-iodoacetonitrile was added and the mixture was stirred overnight at 90 C. The reaction mixture was cooled to room temperature, diluted with water, the precipitate was collected by... Reactants: C1CCOC1, C[Si](C)(C)[N-][Si](C)(C)C, O=S(=O)(Cl)C1CC1, Cc1ncnc2c(F)c3c(cc12)[nH]c(=O)n3-c1ccc(I)cc1F, [Li+]. Product: Cc1ncnc2c(F)c3c(cc12)n(S(=O)(=O)C1CC1)c(=O)n3-c1ccc(I)cc1F. Reaction SMILES: [CH2:42]1[O:43][CH2:44][CH2:45][CH2:46]1.[CH3:26][Si:27]([N-:28][Si:29]([CH3:30])([CH3:31])[CH3:32])([CH3:33])[CH3:34].[CH:35]1([S:38](=[O:39])(=[O:40])[Cl:41])[CH2:36][CH2:37]1.[F:1][c:2]1[c:3](-[n:9]2[c:10](=[O:24])[nH:11][c:12]3[cH:13][c:14]4[c:15]([CH3:23])[n:16][cH:17][n:18][c:19]4[c:20]([F:22])[c:21]23)[cH:4][cH:5][c:6]([I:8])[cH:7]1.[Li+:25]>>[F:1][c:2]1[c:3](-[n:9]2[c:10](=[O:24])[n:11]([S:38]([CH:35]3[CH2:36][CH2:37]3)(=[O:39])=[O:40])[c:12]3[cH:13][c:14]4[c:15]([CH3:23])[n:16][cH:17][n:18][c:19]4[c:20]([F:22])[c:21]23)[cH:4][cH:5][c:6]([I:8])[cH:7]1.